This data is from the Open Reaction Database (ORD), a public repository of structured organic reaction records. The task is: describe an organic reaction: reactants, conditions, products, and yield The reactants are C[O-], Cl, N#Cc1cc(Cl)cc(Cl)c1, [Na+]. The product is N#Cc1cc(O)cc(Cl)c1. RXN SMILES: [CH3:12][O-:13].[Cl:11].[Cl:1][c:2]1[cH:3][c:4]([C:5]#[N:6])[cH:7][c:8]([Cl:10])[cH:9]1.[Na+:14]>>[Cl:1][c:2]1[cH:3][c:4]([C:5]#[N:6])[cH:7][c:8]([OH:13])[cH:9]1.